From a dataset of the Open Reaction Database (ORD), a public repository of structured organic reaction records. describe an organic reaction: reactants, conditions, products, and yield The reactants are ClC=1C2=C(N=CN1)C(=C(N2)C)C(=O)OCC (ethyl 4-chloro-6-methyl-5H-pyrrolo[3,2-d]pyrimidine-7-carboxylate), C1(CC1)COC1=C(C=C(C=C1)C(C)C)B1OC(C(O1)(C)C)(C)C (2-[2-(cyclopropylmethoxy)-5-(propan-2-yl)phenyl]-4,4,5,5-tetramethyl-1,3,2-dioxaborolane). RXN SMILES: Cl[C:2]1[C:3]2[NH:10][C:9]([CH3:11])=[C:8]([C:12]([O:14][CH2:15][CH3:16])=[O:13])[C:4]=2[N:5]=[CH:6][N:7]=1.[CH:17]1([CH2:20][O:21][C:22]2[CH:27]=[CH:26][C:25]([CH:28]([CH3:30])[CH3:29])=[CH:24][C:23]=2B2OC(C)(C)C(C)(C)O2)[CH2:19][CH2:18]1>>[CH:17]1([CH2:20][O:21][C:22]2[CH:23]=[CH:24][C:25]([CH:28]([CH3:30])[CH3:29])=[CH:26][C:27]=2[C:2]2[C:3]3[NH:10][C:9]([CH3:11])=[C:8]([C:12]([O:14][CH2:15][CH3:16])=[O:13])[C:4]=3[N:5]=[CH:6][N:7]=2)[CH2:18][CH2:19]1. Reported procedure: Starting from ethyl 4-chloro-6-methyl-5H-pyrrolo[3,2-d]pyrimidine-7-carboxylate (example A4) and 2-[2-(cyclopropylmethoxy)-5-(propan-2-yl)phenyl]-4,4,5,5-tetramethyl-1,3,2-dioxaborolane (example B.c15) the title compound is obtained as off white solid. Product: C1(CC1)COC1=C(C=C(C=C1)C(C)C)C=1C2=C(N=CN1)C(=C(N2)C)C(=O)OCC (Ethyl 4-[2-(cyclopropylmethoxy)-5-(propan-2-yl)phenyl]-6-methyl-5H-pyrrolo[3,2-d]pyrimidine-7-carboxylate). Starting materials: Brc1cccc(Br)c1, C1CCC2=NCCCN2CC1, C1CNCCN1, CC(C)(C)[O-], Cc1ccccc1, CN1CCNCC1, [Na+], c1ccc(P(c2ccccc2)c2ccc3ccccc3c2-c2c(P(c3ccccc3)c3ccccc3)ccc3ccccc23)cc1. The product is CN1CCN(c2cccc(Br)c2)CC1. As a reaction SMILES: [Br:1][c:2]1[cH:3][cH:4][cH:5][c:6]([Br:7])[cH:8]1.[CH2:62]1[CH2:63][CH2:64][C:65]2=[N:70][CH2:69][CH2:68][CH2:67][N:66]2[CH2:71][CH2:72]1.[CH2:79]1[NH:80][CH2:81][CH2:82][NH:83][CH2:84]1.[CH3:73][C:74]([CH3:75])([O-:76])[CH3:77].[CH3:85][c:86]1[cH:87][cH:88][cH:89][cH:90][cH:91]1.[CH3:9][N:10]1[CH2:11][CH2:12][NH:13][CH2:14][CH2:15]1.[Na+:78].[cH:16]1[cH:17][cH:18][c:19]([P:20]([c:21]2[cH:22][cH:23][c:24]3[c:25]([cH:26][cH:27][cH:28][cH:29]3)[c:30]2-[c:31]2[c:32]3[c:33]([cH:34][cH:35][cH:36][cH:37]3)[cH:38][cH:39][c:40]2[P:41]([c:42]2[cH:43][cH:44][cH:45][cH:46][cH:47]2)[c:48]2[cH:49][cH:50][cH:51][cH:52][cH:53]2)[c:54]2[cH:55][cH:56][cH:57][cH:58][cH:59]2)[cH:60][cH:61]1>>[c:2]1([N:13]2[CH2:12][CH2:11][N:10]([CH3:9])[CH2:15][CH2:14]2)[cH:3][cH:4][cH:5][c:6]([Br:7])[cH:8]1.